This data is from the Open Reaction Database (ORD), a public repository of structured organic reaction records. The task is: describe an organic reaction: reactants, conditions, products, and yield Reactants: COC(=O)C(C(C)C)N1C(C(C1C1=CC=CC=C1)N=[N+]=[N-])=O (1-(1-methoxycarbonyl-2-methylpropyl)-3-azido-4-phenylazetidin-2-one). The reagents and catalysts are [Pd] (Pd-C). Solvent: C(C)O (ethanol). Reaction conditions: time 19 hour. The product is methyl ester, N[C@@H](CC1=CC=CC=C1)C(=O)N[C@@H](C(C)C)C(=O)O (phenylalanylvaline). The yield is 86.5%. RXN SMILES: C[O:2][C:3]([CH:5]([N:9]1[CH:12]([C:13]2[CH:18]=[CH:17][CH:16]=[CH:15][CH:14]=2)[CH:11]([N:19]=[N+]=[N-])[C:10]1=[O:22])[CH:6]([CH3:8])[CH3:7])=[O:4]>C(O)C.[Pd]>[NH2:19][C@H:11]([C:10]([NH:9][C@H:5]([C:3]([OH:4])=[O:2])[CH:6]([CH3:8])[CH3:7])=[O:22])[CH2:12][C:13]1[CH:18]=[CH:17][CH:16]=[CH:15][CH:14]=1. Reported procedure: According to the same procedure as in Example 1, 1-(1-methoxycarbonyl-2-methylpropyl)-3-azido-4-phenylazetidin-2-one (500 mg.) was subjected to hydrogenolysis at 50° C. in ethanol (30 ml.) under a hydrogen pressure of one atmosphere in the presence of a 10% Pd-C (175 mg.). The reaction was completed in 19 hours. The same after-treatment as in Example 1 was followed to give methyl ester of phenylalanylvaline (378 mg., yield: 81.9%), which was an oil.